Task: describe an organic reaction: reactants, conditions, products, and yield. Dataset: the Open Reaction Database (ORD), a public repository of structured organic reaction records As a reaction SMILES: [CH2:53]([Cl:54])[Cl:55].[CH3:1][CH:2]1[CH2:3][O:4][CH2:5][CH2:6][N:7]1[c:8]1[c:9]2[n:10][c:11]([N:36]3[CH2:37][CH2:38][N:39]([S:42](=[O:43])(=[O:44])[CH3:45])[CH2:40][CH2:41]3)[n:12]([CH2:31][C:32]([F:33])([F:34])[F:35])[c:13]2[n:14][c:15](-[c:17]2[cH:18][n:19][c:20]([NH:23][C:24](=[O:25])[O:26][C:27]([CH3:28])([CH3:29])[CH3:30])[n:21][cH:22]2)[n:16]1.[OH:46][C:47]([C:48]([F:49])([F:50])[F:51])=[O:52]>>[CH3:1][CH:2]1[CH2:3][O:4][CH2:5][CH2:6][N:7]1[c:8]1[c:9]2[n:10][c:11]([N:36]3[CH2:37][CH2:38][N:39]([S:42](=[O:43])(=[O:44])[CH3:45])[CH2:40][CH2:41]3)[n:12]([CH2:31][C:32]([F:33])([F:34])[F:35])[c:13]2[n:14][c:15](-[c:17]2[cH:18][n:19][c:20]([NH2:23])[n:21][cH:22]2)[n:16]1. Product: CC1COCCN1c1nc(-c2cnc(N)nc2)nc2c1nc(N1CCN(S(C)(=O)=O)CC1)n2CC(F)(F)F. The reactants are ClCCl, CC1COCCN1c1nc(-c2cnc(NC(=O)OC(C)(C)C)nc2)nc2c1nc(N1CCN(S(C)(=O)=O)CC1)n2CC(F)(F)F, O=C(O)C(F)(F)F. RXN SMILES: C[Si]([N:5]=[C:6]=[O:7])(C)C.[Cl:8][C:9]1[C:14]([S:15][CH3:16])=[C:13]([N:17]2[CH2:22][CH2:21][O:20][CH2:19][CH2:18]2)[N:12]=[C:11]([C:23]2[CH:28]=[CH:27][C:26]([NH2:29])=[CH:25][CH:24]=2)[N:10]=1>C1COCC1>[Cl:8][C:9]1[C:14]([S:15][CH3:16])=[C:13]([N:17]2[CH2:22][CH2:21][O:20][CH2:19][CH2:18]2)[N:12]=[C:11]([C:23]2[CH:28]=[CH:27][C:26]([NH:29][C:6]([NH2:5])=[O:7])=[CH:25][CH:24]=2)[N:10]=1. Yield: 31.2%. Solvent: C1CCOC1 (THF). Yields the product ClC1=NC(=NC(=C1SC)N1CCOCC1)C1=CC=C(C=C1)NC(=O)N ([4-(4-Chloro-5-methylsulfanyl-6-morpholin-4-yl-pyrimidin-2-yl)-phenyl]-urea). Procedure details: Trimethylsilyl isocyanate (136 mg, 5 eq.) was added to a stirred solution of 4-(4-Chloro-5-methylsulfanyl-6-morpholin-4-yl-pyrimidin-2-yl)-phenylamine (80 mg, 0.237 mmol.) in THF (2.0 ml) and the mixture was reacted to reflux for 16 hrs. The reaction mixture was extracted with EA and washed with brine. The crude was purified by Chromatography (Hexane/EtOAc 1:1) to give a product 28.1 mg (31.2%). The reactants are C[Si](C)(C)N=C=O (Trimethylsilyl isocyanate), ClC1=NC(=NC(=C1SC)N1CCOCC1)C1=CC=C(C=C1)N (4-(4-Chloro-5-methylsulfanyl-6-morpholin-4-yl-pyrimidin-2-yl)-phenylamine). Starting materials: CC(=O)Cl, CCCCSc1ccc(NC(=S)NC(=O)OC)c(N)c1, C1CCOC1. The product is CCCCSc1ccc(NC(=S)NC(=O)OC)c(NC(C)=O)c1. As a reaction SMILES: [CH3:21][C:22]([Cl:23])=[O:24].[NH2:1][c:2]1[c:3]([NH:13][C:14](=[S:15])[NH:16][C:17](=[O:18])[O:19][CH3:20])[cH:4][cH:5][c:6]([S:8][CH2:9][CH2:10][CH2:11][CH3:12])[cH:7]1.[O:25]1[CH2:26][CH2:27][CH2:28][CH2:29]1>>[NH:1]([c:2]1[c:3]([NH:13][C:14](=[S:15])[NH:16][C:17](=[O:18])[O:19][CH3:20])[cH:4][cH:5][c:6]([S:8][CH2:9][CH2:10][CH2:11][CH3:12])[cH:7]1)[C:22]([CH3:21])=[O:24]. Reactants: NCCCCCCCCCCN (1,10-diamino decane), C(CCC)N=C=O (n-butyl isocyanate). Solvent: CCOCC (ether), CCOCC (ether). Run at time 1 hour. The product is C(CCC)NC(=O)NCCCCCCCCCCN (1-n-Butyl-3-(10'-aminodecyl) urea). The yield is 82.5%. RXN SMILES: [NH2:1][CH2:2][CH2:3][CH2:4][CH2:5][CH2:6][CH2:7][CH2:8][CH2:9][CH2:10][CH2:11][NH2:12].[CH2:13]([N:17]=[C:18]=[O:19])[CH2:14][CH2:15][CH3:16]>CCOCC>[CH2:13]([NH:17][C:18]([NH:1][CH2:2][CH2:3][CH2:4][CH2:5][CH2:6][CH2:7][CH2:8][CH2:9][CH2:10][CH2:11][NH2:12])=[O:19])[CH2:14][CH2:15][CH3:16]. Procedure: In a 500 ml flask protected with a soda lime tube is placed 10 g (0.058 mole) 1,10-diamino decane and 150 ml ether. A solution of 2.5 g (0.025 mole)n-butyl isocyanate in 25 ml ether is added and the reaction mixture stirred 1 hour. The precipitate is filtered, washed with ether, and dried to 15 g weight. Recrystallization from a mixture of 200 ml alcohol and 100 ml water gives 5.6 g white solids. An analytical sample recrystallized from acetonitrile melts at 83°-84.5°C. The reactants are CSC=1C=C(C=CC1)C(=O)C1=NN=NN1C ([3-(methylsulfanyl)phenyl](1-methyl-1H-tetrazol-5-yl)methanone), Cl.NO (hydroxylamine hydrochloride). Solvent: N1=CC=CC=C1 (pyridine). Run at temperature 70 celsius, time 5 hour. Product: ON=C(C1=NN=NN1C)C1=CC(=CC=C1)SC (N-hydroxy-1-[3-(methylsulfanyl)phenyl]-1-(1-methyl-1H-tetrazol-5-yl)methanimine), logP(HCOOH). Isolated yield 99.3%. RXN SMILES: [CH3:1][S:2][C:3]1[CH:4]=[C:5]([C:9]([C:11]2[N:15]([CH3:16])[N:14]=[N:13][N:12]=2)=O)[CH:6]=[CH:7][CH:8]=1.Cl.[NH2:18][OH:19]>N1C=CC=CC=1>[OH:19][N:18]=[C:9]([C:5]1[CH:6]=[CH:7][CH:8]=[C:3]([S:2][CH3:1])[CH:4]=1)[C:11]1[N:15]([CH3:16])[N:14]=[N:13][N:12]=1 |f:1.2|. Reported procedure: To a stirred solution of [3-(methylsulfanyl)phenyl](1-methyl-1H-tetrazol-5-yl)methanone (5.62 g, 24 mmol) in dry pyridine (30 mL) was added hydroxylamine hydrochloride (4.17 g, 60 mmol). The reaction mixture was stirred at 70° C. for 5 h, then concentrated in vacuo and diluted with ethyl acetate (100 mL) and water (50 mL). The organic layer was separated, washed with water (50 mL) and dried over MgSO4. Evaporation of the solvent in vacuo afforded N-hydroxy-1-[3-(methylsulfanyl)phenyl]-1-(1-methy... Product: ClC=1C=CC(=C(C1)N1C(N(C(C1=O)=O)CC)=S)C (1-(5-Chloro-2-methylphenyl)-3-ethyl-2-thioxo-4,5-imidazolidinedione). RXN SMILES: Cl[C:2](=[O:8])[C:3]([O:5]CC)=O.[Cl:9][C:10]1[CH:11]=[CH:12][C:13]([CH3:22])=[C:14]([NH:16][C:17]([NH:19][CH2:20][CH3:21])=[S:18])[CH:15]=1>C(Cl)(Cl)Cl>[Cl:9][C:10]1[CH:11]=[CH:12][C:13]([CH3:22])=[C:14]([N:16]2[C:2](=[O:8])[C:3](=[O:5])[N:19]([CH2:20][CH3:21])[C:17]2=[S:18])[CH:15]=1. The reactants are ClC(C(=O)OCC)=O (Ethyl chlorooxoacetate), ClC=1C=CC(=C(C1)NC(=S)NCC)C (N-(5-chloro-2-methylphenyl)-N′-ethylthiourea). Isolated yield 83.1%. Solvent: C(Cl)(Cl)Cl (chloroform). Procedure details: Ethyl chlorooxoacetate (12.3 g; 0.09 mol) was added dropwise to the solution N-(5-chloro-2-methylphenyl)-N′-ethylthiourea (13.7 g; 0.06 mol) in chloroform (300 mL). The mixture was heated at reflux for 3 hour then evaporated to dryness. The residue was dissolved in ethyl acetate (400 mL) and washed with saturated sodium bicarbonate solution (300 mL), then with water (300 mL). ). The organic phase was dried over anhydrous magnesium sulfate and evaporated to dryness. The residual solid was slurrie... Starting materials: BrC1=CC=C(OC2CC3=CC=CC=C3C2)C=C1 (2-(4-bromophenoxy)-2,3-dihydro-1H-indene), C(O)([O-])=O.[Na+] (sodium hydrogen carbonate), C(C=C)(=O)OC (methyl acrylate). The reagents and catalysts are [Cl-].C(CCC)[N+](CCCC)(CCCC)CCCC (tetrabutylammonium chloride), C(C)(=O)[O-].[Pd+2].C(C)(=O)[O-] (palladium acetate). The solvent is CN(C=O)C (N,N-dimethylformamide). Reaction conditions: temperature 100 celsius, time 24 hour. Product: C1C(CC2=CC=CC=C12)OC1=CC=C(C=C1)/C=C/C(=O)OC (Methyl (E)-3-[4-[(2,3-dihydro-1H-inden-2-yl)oxy]phenyl]-2-propenoate). Yield: 69.4%. Reaction SMILES: Br[C:2]1[CH:17]=[CH:16][C:5]([O:6][CH:7]2[CH2:15][C:14]3[C:9](=[CH:10][CH:11]=[CH:12][CH:13]=3)[CH2:8]2)=[CH:4][CH:3]=1.C(=O)([O-])O.[Na+].[C:23]([O:27][CH3:28])(=[O:26])[CH:24]=[CH2:25]>CN(C)C=O.[Cl-].C([N+](CCCC)(CCCC)CCCC)CCC.C([O-])(=O)C.[Pd+2].C([O-])(=O)C>[CH2:8]1[C:9]2[C:14](=[CH:13][CH:12]=[CH:11][CH:10]=2)[CH2:15][CH:7]1[O:6][C:5]1[CH:16]=[CH:17][C:2](/[CH:25]=[CH:24]/[C:23]([O:27][CH3:28])=[O:26])=[CH:3][CH:4]=1 |f:1.2,5.6,7.8.9|. Reported procedure: To a solution of 2-(4-bromophenoxy)-2,3-dihydro-1H-indene (1.4 g, 4.7 mmol) in N,N-dimethylformamide (4.7 mL) were added sodium hydrogen carbonate (1.0 g, 12 mmol), methyl acrylate (0.86 mL, 9.5 mmol), tetrabutylammonium chloride (2.0 g, 7.1 mmol) and palladium acetate (31 mg, 0.14 mmol), and the mixture was stirred at 100° C. for 24 hours. The reaction solution was returned to room temperature, and then filtered. Water was added thereto, and the reaction mixture was extracted with ethyl acetate... The reactants are BrC1=CC=C(C=C1)S(=O)(=O)NC1CCCCC1 (4-bromo-N-cyclohexylbenzenesulfonamide), C(C)(C)(C)P(C(C)(C)C)C(C)(C)C (Tri-t-butylphosphine), C(#N)C1=CC=C(N1C)B(O)O (5-cyano-1-methyl-1H-pyrrol-2-ylboronic acid), [F-].[K+] (potassium fluoride). The reagents and catalysts are C=1C=CC(=CC1)/C=C/C(=O)/C=C/C2=CC=CC=C2.C=1C=CC(=CC1)/C=C/C(=O)/C=C/C2=CC=CC=C2.C=1C=CC(=CC1)/C=C/C(=O)/C=C/C2=CC=CC=C2.[Pd].[Pd] (tris(dibenzylideneacetone)dipalladium(0)). Run at time 16 hour. Product: C(#N)C1=CC=C(N1C)C1=CC=C(C=C1)S(=O)(=O)NC1CCCCC1 (4-(5-cyano-1-methyl-1H-pyrrol-2-yl)-N-cyclohexylbenzenesulfonamide). Isolated yield 1.5%. Reaction SMILES: Br[C:2]1[CH:7]=[CH:6][C:5]([S:8]([NH:11][CH:12]2[CH2:17][CH2:16][CH2:15][CH2:14][CH2:13]2)(=[O:10])=[O:9])=[CH:4][CH:3]=1.[C:18]([C:20]1[N:24]([CH3:25])[C:23](B(O)O)=[CH:22][CH:21]=1)#[N:19].[F-].[K+].C(P(C(C)(C)C)C(C)(C)C)(C)(C)C>C1C=CC(/C=C/C(/C=C/C2C=CC=CC=2)=O)=CC=1.C1C=CC(/C=C/C(/C=C/C2C=CC=CC=2)=O)=CC=1.C1C=CC(/C=C/C(/C=C/C2C=CC=CC=2)=O)=CC=1.[Pd].[Pd]>[C:18]([C:20]1[N:24]([CH3:25])[C:23]([C:2]2[CH:7]=[CH:6][C:5]([S:8]([NH:11][CH:12]3[CH2:17][CH2:16][CH2:15][CH2:14][CH2:13]3)(=[O:10])=[O:9])=[CH:4][CH:3]=2)=[CH:22][CH:21]=1)#[N:19] |f:2.3,5.6.7.8.9|. Procedure: According to general procedure B, 4-bromo-N-cyclohexylbenzenesulfonamide (127 mg, 0.40 mmol), 5-cyano-1-methyl-1H-pyrrol-2-ylboronic acid (72 mg, 0.48 mmol), potassium fluoride (76 mg, 1.3 mmol), and tris(dibenzylideneacetone)dipalladium(0) (10 mg, 0.01 mmol) were placed in an oven dried flask under nitrogen and dry THF (1.0 mL) was added. Tri-t-butylphosphine (60 μL, 0.02 mmol, 10 wt % in hexane) was added and the reaction was stirred for 16 hours. 4-(5-cyano-1-methyl-1H-pyrrol-2-yl)-N-cyclohex...